This data is from the Open Reaction Database (ORD), a public repository of structured organic reaction records. The task is: describe an organic reaction: reactants, conditions, products, and yield Reactants: O=C1N(Cc2ccc(C(F)(F)F)o2)c2cccc(Br)c2C12COc1cc3c(cc12)OCO3, C[Sn](C)(C)C, CN1CCCC1=O, [Cl-], [Li+], O=C(C=Cc1ccccc1)C=Cc1ccccc1, O=C(C=Cc1ccccc1)C=Cc1ccccc1, O=C(C=Cc1ccccc1)C=Cc1ccccc1, [Pd], [Pd]. Product: Cc1cccc2c1C1(COc3cc4c(cc31)OCO4)C(=O)N2Cc1ccc(C(F)(F)F)o1. As a reaction SMILES: [Br:1][c:2]1[c:3]2[c:4]([cH:5][cH:6][cH:7]1)[N:8]([CH2:23][c:24]1[o:25][c:26]([C:29]([F:30])([F:31])[F:32])[cH:27][cH:28]1)[C:9](=[O:22])[C:10]21[CH2:11][O:12][c:13]2[c:14]1[cH:15][c:16]1[c:17]([cH:21]2)[O:18][CH2:19][O:20]1.[CH3:35][Sn:36]([CH3:37])([CH3:38])[CH3:39].[CH3:96][N:97]1[CH2:98][CH2:99][CH2:100][C:101]1=[O:102].[Cl-:34].[Li+:33].[O:42]=[C:43]([CH:44]=[CH:45][c:46]1[cH:47][cH:48][cH:49][cH:50][cH:51]1)[CH:52]=[CH:53][c:54]1[cH:55][cH:56][cH:57][cH:58][cH:59]1.[O:60]=[C:61]([CH:62]=[CH:63][c:64]1[cH:65][cH:66][cH:67][cH:68][cH:69]1)[CH:70]=[CH:71][c:72]1[cH:73][cH:74][cH:75][cH:76][cH:77]1.[O:78]=[C:79]([CH:80]=[CH:81][c:82]1[cH:83][cH:84][cH:85][cH:86][cH:87]1)[CH:88]=[CH:89][c:90]1[cH:91][cH:92][cH:93][cH:94][cH:95]1.[Pd:40].[Pd:41]>>[c:2]1([CH3:35])[c:3]2[c:4]([cH:5][cH:6][cH:7]1)[N:8]([CH2:23][c:24]1[o:25][c:26]([C:29]([F:30])([F:31])[F:32])[cH:27][cH:28]1)[C:9](=[O:22])[C:10]21[CH2:11][O:12][c:13]2[c:14]1[cH:15][c:16]1[c:17]([cH:21]2)[O:18][CH2:19][O:20]1. Reactants: O1COC2=C1C=CC=C2N2CCN(CC2)CC[C@@H]2CC[C@H](CC2)NC(=O)C2(CC2)O (trans-1-Hydroxy-cyclopropanecarboxylic acid {4-[2-(4-benzo[1,3]dioxol-4-yl-piperazin-1-yl)-ethyl]-cyclohexyl}-amide), [H-].[Na+] (NaH), CI (methyl iodide). Solvent: C1CCOC1 (THF), O (water). Product: O1COC2=C1C=CC=C2N2CCN(CC2)CC[C@@H]2CC[C@H](CC2)NC(=O)C2(CC2)OC (1-Methoxy-cyclopropanecarboxylic acid-trans-N-{4-[2-(4-benzo[1,3]dioxol-4-yl-piperazin-1-yl)-ethyl]-cyclohexyl}-amide). Yield: 58.6%. Reaction SMILES: [O:1]1[C:5]2[CH:6]=[CH:7][CH:8]=[C:9]([N:10]3[CH2:15][CH2:14][N:13]([CH2:16][CH2:17][C@H:18]4[CH2:23][CH2:22][C@H:21]([NH:24][C:25]([C:27]5([OH:30])[CH2:29][CH2:28]5)=[O:26])[CH2:20][CH2:19]4)[CH2:12][CH2:11]3)[C:4]=2[O:3][CH2:2]1.[H-].[Na+].[CH3:33]I>C1COCC1.O>[O:1]1[C:5]2[CH:6]=[CH:7][CH:8]=[C:9]([N:10]3[CH2:11][CH2:12][N:13]([CH2:16][CH2:17][C@H:18]4[CH2:23][CH2:22][C@H:21]([NH:24][C:25]([C:27]5([O:30][CH3:33])[CH2:29][CH2:28]5)=[O:26])[CH2:20][CH2:19]4)[CH2:14][CH2:15]3)[C:4]=2[O:3][CH2:2]1 |f:1.2|. Procedure details: To trans-1-Hydroxy-cyclopropanecarboxylic acid {4-[2-(4-benzo[1,3]dioxol-4-yl-piperazin-1-yl)-ethyl]-cyclohexyl}-amide (20 mg, 48.1 μmol, Eq: 1.00) in THF (500 μl) was added NaH (3.37 mg, 84.2 μmol, Eq: 1.75) and methyl iodide (17.1 mg, 7.52 μl, 120 μmol, Eq: 2.5). After 2 hours the reaction mixture was diluted with water (300 ul). The crude reaction mixture was concentrated in vacuo. The residue was suspended with 5 mL sat NaHCO3 and extracted with dichloromethane (2×10 mL). The organic layers ... The reactants are ClC1=CC=C(CCl)C=C1 (4-chlorobenzyl chloride), N1CCC(CC1)=O (4-piperidone), [I-].[K+] (potassium iodide), C([O-])([O-])=O.[Cs+].[Cs+] (cesium carbonate). The solvent is CCC(CC)=O (3-pentanone). Product: ClC1=CC=C(CN2CCC(CC2)=O)C=C1 (1-(4-Chlorobenzyl)4-piperidone). As a reaction SMILES: [NH:1]1[CH2:6][CH2:5][C:4](=[O:7])[CH2:3][CH2:2]1.C(=O)([O-])[O-].[Cs+].[Cs+].[I-].[K+].[Cl:16][C:17]1[CH:24]=[CH:23][C:20]([CH2:21]Cl)=[CH:19][CH:18]=1>CCC(=O)CC>[Cl:16][C:17]1[CH:24]=[CH:23][C:20]([CH2:21][N:1]2[CH2:6][CH2:5][C:4](=[O:7])[CH2:3][CH2:2]2)=[CH:19][CH:18]=1 |f:1.2.3,4.5|. Procedure details: Dissolve 4-piperidone (17 mmol) in 3-pentanone (25 mL) and heat to reflux. Add cesium carbonate (19 mmol) and a catalytic amount of potassium iodide, followed by 4-chlorobenzyl chloride (20 mmol). Stir and reflux for 4 hours. Filter the hot suspension, wash the residue with hot acetone (4×20 mL), combine the filtrate and washings, and evaporate the solvent in vacuo to give the title compound. Starting materials: N([C@@H](CC1=CC=CC=C1)C(=O)N([C@@H](C(C)C)C(=O)N([C@@H](CC1=CC(=C(C=C1)O)C(C)(C)C)C(=O)N)C)C)C(=O)OCC1=CC=CC=C1 (Z-Phe-N-Me-Val-N-Me-Tyr(3-tBu)-NH2), [H][H] (hydrogen). The reagents and catalysts are [C].[Pd] (palladium carbon). Solvent: CO (methanol). Product: N[C@@H](CC1=CC=CC=C1)C(=O)N([C@@H](C(C)C)C(=O)N([C@@H](CC1=CC(=C(C=C1)O)C(C)(C)C)C(=O)N)C)C (Phe-N-Me-Val-N-Me-Tyr(3-tBu)-NH2). RXN SMILES: [NH:1](C(OCC1C=CC=CC=1)=O)[C@H:2]([C:10]([N:12]([CH3:37])[C@H:13]([C:17]([N:19]([CH3:36])[C@H:20]([C:33]([NH2:35])=[O:34])[CH2:21][C:22]1[CH:27]=[CH:26][C:25]([OH:28])=[C:24]([C:29]([CH3:32])([CH3:31])[CH3:30])[CH:23]=1)=[O:18])[CH:14]([CH3:16])[CH3:15])=[O:11])[CH2:3][C:4]1[CH:9]=[CH:8][CH:7]=[CH:6][CH:5]=1.[H][H]>CO.[C].[Pd]>[NH2:1][C@H:2]([C:10]([N:12]([CH3:37])[C@H:13]([C:17]([N:19]([CH3:36])[C@H:20]([C:33]([NH2:35])=[O:34])[CH2:21][C:22]1[CH:27]=[CH:26][C:25]([OH:28])=[C:24]([C:29]([CH3:30])([CH3:32])[CH3:31])[CH:23]=1)=[O:18])[CH:14]([CH3:16])[CH3:15])=[O:11])[CH2:3][C:4]1[CH:5]=[CH:6][CH:7]=[CH:8][CH:9]=1 |f:3.4|. Procedure details: A mixture of Z-Phe-N-Me-Val-N-Me-Tyr(3-tBu)-NH2 (610 mg) and 10% palladium carbon (100 mg) in methanol (15 ml) was stirred at room temperature in a hydrogen atmosphere for 17 hours. The reaction mixture was filtered and washed with methanol. The solvent was distilled off under reduced pressure and the resulting residue was subjected to silica gel column chromatography (eluting solvent; ethyl acetate) to yield Phe-N-Me-Val-N-Me-Tyr(3-tBu)-NH2 in the amount of 431 mg (89%). Starting materials: C(C)(C)(C)OC(=O)N1C2CNCC1CC2 (3,8-diaza-bicyclo[3.2.1]octane-8-carboxylic acid tert-butyl ester), C[Si](C)(C)N=C=O (trimethylsilyl isocyanate), C(Cl)Cl (CH2Cl2), resultant mixture. Run at time 3 hour. Product: Cl.C12CN(CC(CC1)N2)C(=O)N (3,8-Diaza-bicyclo[3.2.1]octane-3-carboxylic acid amide hydrochloride). Yield: 99.0%. As a reaction SMILES: C(OC([N:8]1[CH:13]2[CH2:14][CH2:15][CH:9]1[CH2:10][NH:11][CH2:12]2)=O)(C)(C)C.C[Si]([N:20]=[C:21]=[O:22])(C)C.C(Cl)[Cl:24]>>[ClH:24].[CH:9]12[NH:8][CH:13]([CH2:14][CH2:15]1)[CH2:12][N:11]([C:21]([NH2:20])=[O:22])[CH2:10]2 |f:3.4|. Reported procedure: A solution of 3,8-diaza-bicyclo[3.2.1]octane-8-carboxylic acid tert-butyl ester (2.5 g, 11.7 mmol) in CH2Cl2 (50 mL) was treated with trimethylsilyl isocyanate (14 mL, 117 mmol). The resultant mixture was stirred at rt for 4 h., concentrated and redissolved in CH2Cl2 (50 mL). To this solution was added HCl (4.0 N in 1,4-dioxane, 12 mL), and the resultant mixture was stirred at rt for 3 h. Concentration afforded the title compound as a white powder (2.4 g, 99%). MS (ESI): mass calcd. for C7H13N3O... Reactants: CC(=O)c1ccc2c(c1)CC(=O)N2, CCOC(C)=O, COc1cc2c(Cl)ncnc2cc1OCCCN1CCOCC1, [H-], [Na+], CN(C)C=O, O. The product is COc1cc2c(C3C(=O)Nc4ccc(C(C)=O)cc43)ncnc2cc1OCCCN1CCOCC1, Cl. RXN SMILES: [C:1]([CH3:2])(=[O:3])[c:4]1[cH:5][c:6]2[c:10]([cH:11][cH:12]1)[NH:9][C:8](=[O:13])[CH2:7]2.[CH3:39][CH2:40][O:41][C:42](=[O:43])[CH3:44].[Cl:16][c:17]1[n:18][cH:19][n:20][c:21]2[cH:22][c:23]([O:29][CH2:30][CH2:31][CH2:32][N:33]3[CH2:34][CH2:35][O:36][CH2:37][CH2:38]3)[c:24]([O:27][CH3:28])[cH:25][c:26]12.[H-:14].[Na+:15].[O:45]=[CH:46][N:47]([CH3:48])[CH3:49].[OH2:50]>>[C:1]([CH3:2])(=[O:3])[c:4]1[cH:5][c:6]2[c:10]([cH:11][cH:12]1)[NH:9][C:8](=[O:13])[CH:7]2[c:17]1[n:18][cH:19][n:20][c:21]2[cH:22][c:23]([O:29][CH2:30][CH2:31][CH2:32][N:33]3[CH2:34][CH2:35][O:36][CH2:37][CH2:38]3)[c:24]([O:27][CH3:28])[cH:25][c:26]12.[ClH:16]. Starting materials: material, FC(C(=O)O[C@@H]1C[C@@H]2CC[C@H]3[C@@H]4CC[C@@H]([C@@]4(C)CC[C@@H]3[C@]2(CC1)C)OC(C(F)(F)F)=O)(F)F (3β, 17β-di(trifluoroacetoxy)-5α-androstane), [N+](=O)([O-])C1=CC=CC=C1 (nitrobenzene), FC(C(=O)[O-])(F)F.[Na+] (sodium trifluoroacetate), FOC(F)(F)F (trifluoromethyl hypofluorite). The solvent is FC(Cl)(Cl)Cl (fluorotrichloromethane). The product is FC(C(=O)O[C@@H]1C[C@@H]2CC[C@H]3[C@@H]4CC[C@@H]([C@@]4(C)CC[C@@]3([C@]2(CC1)C)F)OC(C(F)(F)F)=O)(F)F (3β,17β-di(trifluoroacetoxy)-9α-fluoro-5α-androstane). The yield is 39.4%. As a reaction SMILES: [F:1][C:2]([F:33])([F:32])[C:3]([O:5][C@H:6]1[CH2:23][CH2:22][C@@:21]2([CH3:24])[C@@H:8]([CH2:9][CH2:10][C@@H:11]3[C@@H:20]2[CH2:19][CH2:18][C@@:16]2([CH3:17])[C@H:12]3[CH2:13][CH2:14][C@@H:15]2[O:25][C:26](=[O:31])[C:27]([F:30])([F:29])[F:28])[CH2:7]1)=[O:4].[N+](C1C=CC=CC=1)([O-])=O.[F:43]C(F)(F)C([O-])=O.[Na+].FOC(F)(F)F>FC(Cl)(Cl)Cl>[F:1][C:2]([F:32])([F:33])[C:3]([O:5][C@H:6]1[CH2:23][CH2:22][C@@:21]2([CH3:24])[C@@H:8]([CH2:9][CH2:10][C@@H:11]3[C@:20]2([F:43])[CH2:19][CH2:18][C@@:16]2([CH3:17])[C@H:12]3[CH2:13][CH2:14][C@@H:15]2[O:25][C:26](=[O:31])[C:27]([F:29])([F:30])[F:28])[CH2:7]1)=[O:4] |f:2.3|. Reported procedure: A well-stirred solution of 3β, 17β-di(trifluoroacetoxy)-5α-androstane (2.5 g, 5.15 mmole, prepared by treatment of 5α-androstane-3β,17β-diol with trifluoroacetic anhydride in pyridine), nitrobenzene (800 mg, 6.5 mmole) and sodium trifluoroacetate (10 g, 73.5 mmole) in fluorotrichloromethane (45 ml) was treated with trifluoromethyl hypofluorite (8.5 mmole) at -20° for 2.5 hours, air being admitted to the reaction vessel during this time. Thereafter the solution was purged with nitrogen and the so... The reactants are CCO, COc1ccc2cc(C(Cl)C(=O)O)ccc2c1, [Na+], N#C[S-]. Yields the product COc1ccc2cc(C(SC#N)C(=O)O)ccc2c1. As a reaction SMILES: [CH3:22][CH2:23][OH:24].[Cl:5][CH:6]([C:7](=[O:8])[OH:9])[c:10]1[cH:11][c:12]2[cH:13][cH:14][c:15]([O:20][CH3:21])[cH:16][c:17]2[cH:18][cH:19]1.[Na+:1].[S-:2][C:3]#[N:4]>>[S:2]([C:3]#[N:4])[CH:6]([C:7](=[O:8])[OH:9])[c:10]1[cH:11][c:12]2[cH:13][cH:14][c:15]([O:20][CH3:21])[cH:16][c:17]2[cH:18][cH:19]1. RXN SMILES: [Cl:20][c:21]1[n:22][cH:23][c:24]([CH:27]([CH3:28])[Cl:29])[cH:25][cH:26]1.[NH2:1][c:2]1[s:3][c:4]2[c:5]([n:6][c:7]([SH:18])[n:8][c:9]2[N:10]([CH:11]([CH2:12][OH:13])[CH2:14][CH2:15][CH3:16])[CH3:17])[n:19]1>>[NH2:1][c:2]1[s:3][c:4]2[c:5]([n:6][c:7]([S:18][CH:27]([c:24]3[cH:23][n:22][c:21]([Cl:20])[cH:26][cH:25]3)[CH3:28])[n:8][c:9]2[N:10]([CH:11]([CH2:12][OH:13])[CH2:14][CH2:15][CH3:16])[CH3:17])[n:19]1. Reactants: CC(Cl)c1ccc(Cl)nc1, CCCC(CO)N(C)c1nc(S)nc2nc(N)sc12. Product: CCCC(CO)N(C)c1nc(SC(C)c2ccc(Cl)nc2)nc2nc(N)sc12.